From a dataset of the Open Reaction Database (ORD), a public repository of structured organic reaction records. describe an organic reaction: reactants, conditions, products, and yield Reactants: C(C)(C)NC(CC=1C(NCCC2C1C1=CC=C(C=C1CC2)OC)=O)C (1-(2-isopropylaminopropyl)-9-methoxy-3,4,5,5a,6,7-hexahydro-2H-naphth[1,2-d]azepin-2-one), C1CO1 (ethylene oxide), C1CO1 (ethylene oxide). The solvent is C(C)O (ethanol). Conditions: time 2 day. Product: C(C)(C)N(CCO)C(CC=1C(NCCC2C1C1=CC=C(C=C1CC2)OC)=O)C (1-[2-(N-isopropyl-N-2-hydroxyethylamino)-propyl]-9-methoxy-3,4,5,5a,6,7-hexahydro-2H-naphth[1,2-d]azepin-2-one). RXN SMILES: [CH:1]([NH:4][CH:5]([CH3:25])[CH2:6][C:7]1[C:8](=[O:24])[NH:9][CH2:10][CH2:11][CH:12]2[CH2:21][CH2:20][C:19]3[C:14](=[CH:15][CH:16]=[C:17]([O:22][CH3:23])[CH:18]=3)[C:13]=12)([CH3:3])[CH3:2].[CH2:26]1[O:28][CH2:27]1>C(O)C>[CH:1]([N:4]([CH:5]([CH3:25])[CH2:6][C:7]1[C:8](=[O:24])[NH:9][CH2:10][CH2:11][CH:12]2[CH2:21][CH2:20][C:19]3[C:14](=[CH:15][CH:16]=[C:17]([O:22][CH3:23])[CH:18]=3)[C:13]=12)[CH2:26][CH2:27][OH:28])([CH3:2])[CH3:3]. Reported procedure: The mixture of 5 g of slow moving 1-(2-isopropylaminopropyl)-9-methoxy-3,4,5,5a,6,7-hexahydro-2H-naphth[1,2-d]azepin-2-one and 14.75 ml of liquified ethylene oxide in 100 ml of absolute ethanol is stirred in a sealed pressure tube at room temperature for two days. The reaction mixture is recharged with an additional 14.75 ml portion of ethylene oxide and stirred for four additional days at room temperature. It is evaporated, the residue slurried in diethyl ether, collected by filtration and recr... Reactants: O=C([O-])[O-], CN(C)C=O, CC(=O)c1ccc(F)cc1, [K+], [K+], O, SCCCc1ccccc1. Product: CC(=O)c1ccc(SCCCc2ccccc2)cc1. RXN SMILES: [C:21](=[O:22])([O-:23])[O-:24].[CH3:27][N:28]([CH3:29])[CH:30]=[O:31].[F:11][c:12]1[cH:13][cH:14][c:15]([C:18]([CH3:19])=[O:20])[cH:16][cH:17]1.[K+:25].[K+:26].[OH2:32].[c:1]1([CH2:7][CH2:8][CH2:9][SH:10])[cH:2][cH:3][cH:4][cH:5][cH:6]1>>[c:1]1([CH2:7][CH2:8][CH2:9][S:10][c:12]2[cH:13][cH:14][c:15]([C:18]([CH3:19])=[O:20])[cH:16][cH:17]2)[cH:2][cH:3][cH:4][cH:5][cH:6]1. Reaction conditions: time 8 hour. Starting materials: C1(CC1)C(=O)Cl (Cyclopropanecarbonyl chloride), FC1=C(N)C=C(C=C1)[N+](=O)[O-] (2-fluoro-5-nitroaniline), C(=O)(O)[O-].[Na+] (NaHCO3). Procedure details: Cyclopropanecarbonyl chloride (5.4 mL, 60 mmol) was added dropwise over 5 min to a stirred solution of 2-fluoro-5-nitroaniline (1.56 g, 10.0 mmol) and solid NaHCO3 (7.65 g, 90 mmol) in DCM (50 mL) at room temperature under nitrogen. The mixture was stirred overnight then diluted with DCM (50 mL) and H2O (100 mL) and stirred for 30 min. The aqueous and organic layers were partitioned and the aqueous layer extracted with DCM (2×50 mL). The combined organic layers were dried (Na2SO4), filtered and ... Isolated yield 98.1%. Yields the product FC1=C(C=C(C=C1)[N+](=O)[O-])NC(=O)C1CC1 (N-(2-fluoro-5-nitrophenyl)cyclopropanecarboxamide). RXN SMILES: [CH:1]1([C:4](Cl)=[O:5])[CH2:3][CH2:2]1.[F:7][C:8]1[CH:14]=[CH:13][C:12]([N+:15]([O-:17])=[O:16])=[CH:11][C:9]=1[NH2:10].C([O-])(O)=O.[Na+]>C(Cl)Cl.O>[F:7][C:8]1[CH:14]=[CH:13][C:12]([N+:15]([O-:17])=[O:16])=[CH:11][C:9]=1[NH:10][C:4]([CH:1]1[CH2:3][CH2:2]1)=[O:5] |f:2.3|. The solvent is C(Cl)Cl (DCM), C(Cl)Cl (DCM), O (H2O). The reactants are O=C(Cl)c1ccccc1, C1CCOC1, COCCNc1ccc(C(=O)N2CC3(C)CC2CC(C)(C)C3)cc1. Yields the product COCCN(C(=O)c1ccccc1)c1ccc(C(=O)N2CC3(C)CC2CC(C)(C)C3)cc1. RXN SMILES: [C:25]([c:26]1[cH:27][cH:28][cH:29][cH:30][cH:31]1)(=[O:32])[Cl:33].[CH2:34]1[O:35][CH2:36][CH2:37][CH2:38]1.[CH3:1][O:2][CH2:3][CH2:4][NH:5][c:6]1[cH:7][cH:8][c:9]([C:12](=[O:13])[N:14]2[CH:15]3[CH2:16][C:17]([CH3:23])([CH3:24])[CH2:18][C:19]([CH3:22])([CH2:20]2)[CH2:21]3)[cH:10][cH:11]1>>[CH3:1][O:2][CH2:3][CH2:4][N:5]([c:6]1[cH:7][cH:8][c:9]([C:12](=[O:13])[N:14]2[CH:15]3[CH2:16][C:17]([CH3:23])([CH3:24])[CH2:18][C:19]([CH3:22])([CH2:20]2)[CH2:21]3)[cH:10][cH:11]1)[C:25]([c:26]1[cH:27][cH:28][cH:29][cH:30][cH:31]1)=[O:32]. The reactants are CC1(CC1)S(=O)(=O)N (1-Methylcyclopropane-1-sulfonamide), FC=1C=C(C2=C(OCCO2)C1)C1N(CCC1)C=1C=CC=2N(C1)C(=CN2)C(=O)O (6-(2-(7-fluoro-2,3-dihydrobenzo[b][1,4]dioxin-5-yl)pyrrolidin-1-yl)imidazo[1,2-a]pyridine-3-carboxylic acid). Product: FC=1C=C(C2=C(OCCO2)C1)C1N(CCC1)C=1C=CC=2N(C1)C(=CN2)C(=O)NS(=O)(=O)C2(CC2)C (6-(2-(7-fluoro-2,3-dihydrobenzo[b][1,4]dioxin-5-yl)pyrrolidin-1-yl)-N-((l-methylcyclopropyl)sulfonyl)imidazo[1,2-a]pyridine-3-carboxamide). RXN SMILES: [CH3:1][C:2]1([S:5]([NH2:8])(=[O:7])=[O:6])[CH2:4][CH2:3]1.[F:9][C:10]1[CH:11]=[C:12]([CH:20]2[CH2:24][CH2:23][CH2:22][N:21]2[C:25]2[CH:26]=[CH:27][C:28]3[N:29]([C:31]([C:34](O)=[O:35])=[CH:32][N:33]=3)[CH:30]=2)[C:13]2[O:18][CH2:17][CH2:16][O:15][C:14]=2[CH:19]=1>>[F:9][C:10]1[CH:11]=[C:12]([CH:20]2[CH2:24][CH2:23][CH2:22][N:21]2[C:25]2[CH:26]=[CH:27][C:28]3[N:29]([C:31]([C:34]([NH:8][S:5]([C:2]4([CH3:1])[CH2:4][CH2:3]4)(=[O:7])=[O:6])=[O:35])=[CH:32][N:33]=3)[CH:30]=2)[C:13]2[O:18][CH2:17][CH2:16][O:15][C:14]=2[CH:19]=1. Procedure details: The title compound was prepared by the method similar to that of Example 31 employing 1-Methylcyclopropane-1-sulfonamide (int-50) and 6-(2-(7-fluoro-2,3-dihydrobenzo[b][1,4]dioxin-5-yl)pyrrolidin-1-yl)imidazo[1,2-a]pyridine-3-carboxylic acid (Int 38) to afford an enantiomeric mixture which was separated by chiral chromatography using CHIRALPAK AD-H column and n-HEXANE:ETHANOL, 60:40 Isocratic solution as eluent to afford 6-(2-(7-fluoro-2,3-dihydrobenzo[b][1,4]dioxin-5-yl)pyrrolidin-1-yl)-N-((l-m... Starting materials: [Br-], C1CCOC1, CC[Mg+], C1CCOC1, Ic1ncn2ccsc12, [Na+], O=C=O, [OH-]. Product: O=C(O)c1ncn2ccsc12. RXN SMILES: [Br-:1].[CH2:24]1[O:25][CH2:26][CH2:27][CH2:28]1.[CH2:2]([Mg+:3])[CH3:4].[CH2:5]1[O:6][CH2:7][CH2:8][CH2:9]1.[I:10][c:11]1[n:12][cH:13][n:14]2[c:15]1[s:16][cH:17][cH:18]2.[Na+:23].[O:19]=[C:20]=[O:21].[OH-:22]>>[c:11]1([C:20](=[O:19])[OH:21])[n:12][cH:13][n:14]2[c:15]1[s:16][cH:17][cH:18]2. The reactants are ClC=1C=C2C(=NC1I)NC(N2)=S (6-chloro-5-iodo-1,3-dihydro-2H-imidazo[4,5-b]pyridine-2-thione), [OH-].[K+] (KOH), IC (Iodomethane). Run in C(C)O (ethanol). Run at time 0.5 hour. Product: ClC=1C=C2C(=NC1I)N=C(N2)SC (6-chloro-5-iodo-2-(methysulfanyl)-1H-imidazo[4,5-b]pyridine). As a reaction SMILES: [Cl:1][C:2]1[CH:3]=[C:4]2[NH:11][C:10](=[S:12])[NH:9][C:5]2=[N:6][C:7]=1[I:8].[OH-].[K+].I[CH3:16]>C(O)C>[Cl:1][C:2]1[CH:3]=[C:4]2[NH:11][C:10]([S:12][CH3:16])=[N:9][C:5]2=[N:6][C:7]=1[I:8] |f:1.2|. Procedure details: A suspension of 6-chloro-5-iodo-1,3-dihydro-2H-imidazo[4,5-b]pyridine-2-thione (11.0 g, 35.3 mmol) and KOH (2.38 g, 42.4 mmol) in ethanol (200 mL) was stirred at rt for 0.5 h. Iodomethane (2.2 mL, 35.3 mmol) was then added and the reaction was allowed to stir for 1 h at rt. The ethanol was removed in vacuo and the resulting residue was partitioned between ethyl acetate (250 mL) and 2N HCl (50 mL). The ethyl acetate layer was washed with brine, dried over magnesium sulfate, filtered through a 100...